From a dataset of the Open Reaction Database (ORD), a public repository of structured organic reaction records. describe an organic reaction: reactants, conditions, products, and yield Starting materials: 4,4-dicyano-3-methyl-3-butenal dimethyl, C(#N)C(=C(C=COC)C)C#N (1,1-dicyano-4-methoxy-2-methyl-1,3-butadiene), S(O)(O)(=O)=O (sulfuric acid). Solvent: O (water). Conditions: temperature 50 celsius, time 1.5 hour. Product: C(#N)C=1C(NC=CC1C)=O (3-cyano-4-methyl-2-pyridone). The yield is 81.4%. RXN SMILES: [C:1]([C:3]([C:10]#[N:11])=[C:4]([CH3:9])[CH:5]=[CH:6]OC)#[N:2].S(=O)(=O)(O)[OH:13]>O>[C:1]([C:3]1[C:10](=[O:13])[NH:11][CH:6]=[CH:5][C:4]=1[CH3:9])#[N:2]. Procedure: The mixture of 4,4-dicyano-3-methyl-3-butenal dimethyl acetatal (1) and 1,1-dicyano-4-methoxy-2-methyl-1,3-butadiene (2) produced by the preceding step was added to a stirred solution of concentrated sulfuric acid (109.8 g, 1.12 moles) at a rate so that the reaction contents did not exceed 30° C. The reaction mixture was then heated to 50° C. and held at that temperature for 1.5 hours. The reaction mixture was cooled to ambient temperature followed by the addition of water (150 mL). The product ... The reactants are CN1CC(c2ccc(Nc3cc(Br)cn(C)c3=O)nc2)C1, CC(=O)OCc1c(B2OC(C)(C)C(C)(C)O2)cc(F)cc1N1CCn2c(cc3c2CCCC3)C1=O. The product is CC(=O)OCc1c(-c2cc(Nc3ccc(C4CN(C)C4)cn3)c(=O)n(C)c2)cc(F)cc1N1CCn2c(cc3c2CCCC3)C1=O. Reaction SMILES: [Br:36][c:37]1[cH:38][c:39]([NH:45][c:46]2[n:47][cH:48][c:49]([CH:52]3[CH2:53][N:54]([CH3:56])[CH2:55]3)[cH:50][cH:51]2)[c:40](=[O:44])[n:41]([CH3:43])[cH:42]1.[C:1]([CH3:2])(=[O:3])[O:4][CH2:5][c:6]1[c:7]([B:27]2[O:28][C:29]([CH3:30])([CH3:31])[C:32]([CH3:33])([CH3:34])[O:35]2)[cH:8][c:9]([F:26])[cH:10][c:11]1[N:12]1[C:13](=[O:25])[c:14]2[n:15]([c:16]3[c:21]([cH:22]2)[CH2:20][CH2:19][CH2:18][CH2:17]3)[CH2:23][CH2:24]1>>[C:1]([CH3:2])(=[O:3])[O:4][CH2:5][c:6]1[c:7](-[c:37]2[cH:38][c:39]([NH:45][c:46]3[n:47][cH:48][c:49]([CH:52]4[CH2:53][N:54]([CH3:56])[CH2:55]4)[cH:50][cH:51]3)[c:40](=[O:44])[n:41]([CH3:43])[cH:42]2)[cH:8][c:9]([F:26])[cH:10][c:11]1[N:12]1[C:13](=[O:25])[c:14]2[n:15]([c:16]3[c:21]([cH:22]2)[CH2:20][CH2:19][CH2:18][CH2:17]3)[CH2:23][CH2:24]1.